From a dataset of the Open Reaction Database (ORD), a public repository of structured organic reaction records. describe an organic reaction: reactants, conditions, products, and yield The reactants are B, [Br-], CCOC(C)=O, C1CCOC1, CSC, CCCCCC, O=C(O)c1onc(-c2ccc(Cl)o2)c1-c1ccccc1, [K+], N#N, [Na+], [OH-], O, OO. Yields the product OCc1onc(-c2ccc(Cl)o2)c1-c1ccccc1. As a reaction SMILES: [BH3:4].[Br-:31].[C:44]([O:45][CH2:46][CH3:47])(=[O:48])[CH3:49].[CH2:33]1[O:34][CH2:35][CH2:36][CH2:37]1.[CH3:1][S:2][CH3:3].[CH3:38][CH2:39][CH2:40][CH2:41][CH2:42][CH3:43].[Cl:5][c:6]1[cH:7][cH:8][c:9](-[c:11]2[n:12][o:13][c:14]([C:22](=[O:23])[OH:24])[c:15]2-[c:16]2[cH:17][cH:18][cH:19][cH:20][cH:21]2)[o:10]1.[K+:32].[N:25]#[N:26].[Na+:28].[OH-:27].[OH2:50].[OH:29][OH:30]>>[Cl:5][c:6]1[cH:7][cH:8][c:9](-[c:11]2[n:12][o:13][c:14]([CH2:22][OH:23])[c:15]2-[c:16]2[cH:17][cH:18][cH:19][cH:20][cH:21]2)[o:10]1. The reactants are CCN=C=NCCCN(C)C, CCOC(C)=O, Cl, O=C(O)c1cc2cc(I)ccc2n1Cc1cccc(F)c1, Nc1ccc(N2CCC2)nc1, CN(C)C=O, O, On1nnc2ccccc21. The product is O=C(Nc1ccc(N2CCC2)nc1)c1cc2cc(I)ccc2n1Cc1cccc(F)c1. RXN SMILES: [CH3:2][N:3]([CH3:4])[CH2:5][CH2:6][CH2:7][N:8]=[C:9]=[N:10][CH2:11][CH3:12].[CH3:60][CH2:61][O:62][C:63](=[O:64])[CH3:65].[ClH:1].[I:23][c:24]1[cH:25][c:26]2[cH:27][c:28]([C:41](=[O:42])[OH:43])[n:29]([CH2:33][c:34]3[cH:35][c:36]([F:40])[cH:37][cH:38][cH:39]3)[c:30]2[cH:31][cH:32]1.[NH2:44][c:45]1[cH:46][n:47][c:48]([N:51]2[CH2:52][CH2:53][CH2:54]2)[cH:49][cH:50]1.[O:55]=[CH:56][N:57]([CH3:58])[CH3:59].[OH2:66].[OH:13][n:14]1[c:15]2[cH:16][cH:17][cH:18][cH:19][c:20]2[n:21][n:22]1>>[I:23][c:24]1[cH:25][c:26]2[cH:27][c:28]([C:41](=[O:42])[NH:44][c:45]3[cH:46][n:47][c:48]([N:51]4[CH2:52][CH2:53][CH2:54]4)[cH:49][cH:50]3)[n:29]([CH2:33][c:34]3[cH:35][c:36]([F:40])[cH:37][cH:38][cH:39]3)[c:30]2[cH:31][cH:32]1. Starting materials: BrCCC1=CC=C(C(=O)NS(=O)(=O)C)C=C1 (N-[4-(2-bromoethyl)benzoyl]methanesulfonamide), N12CCCCCC2=NCCC1 (1,8-diazabicyclo-[5.4.0]undec-7-ene). Run in C1CCOC1 (THF). The product is C(=C)C1=CC=C(C(=O)NS(=O)(=O)C)C=C1 (N-(4-vinylbenzoyl)methanesulfonarnide). RXN SMILES: Br[CH2:2][CH2:3][C:4]1[CH:16]=[CH:15][C:7]([C:8]([NH:10][S:11]([CH3:14])(=[O:13])=[O:12])=[O:9])=[CH:6][CH:5]=1.N12CCCN=C1CCCCC2>C1COCC1>[CH:3]([C:4]1[CH:16]=[CH:15][C:7]([C:8]([NH:10][S:11]([CH3:14])(=[O:12])=[O:13])=[O:9])=[CH:6][CH:5]=1)=[CH2:2]. Reported procedure: N-(4-vinylbenzoyl)methanesulfonarnide was prepared according to step 2 of Example 1 from N-[4-(2-bromoethyl)benzoyl]methanesulfonamide and 1,8-diazabicyclo-[5.4.0]undec-7-ene (DBU) in THF. The reactants are C1(=CC=CC=C1)P(C1=CC=CC=C1)C1=CC=CC=C1 (triphenylphosphine), N(=NC(=O)OC)C(=O)OC (dimethyl azodicarboxylate), S1SC(CC1)CCCCCO (5-(1,2-dithiolan-3-yl)pentanol), N(=NC(=O)OC)C(=O)OC (dimethyl azodicarboxylate), C1(=CC=CC=C1)P(C1=CC=CC=C1)C1=CC=CC=C1 (triphenylphosphine), C1(C=2C(C(N1)=O)=CC=CC2)=O (phthalimide), C1(C=2C(C(N1)=O)=CC=CC2)=O (phthalimide), C1(=CC=CC=C1)P(C1=CC=CC=C1)C1=CC=CC=C1 (triphenylphosphine), N(=NC(=O)OC)C(=O)OC (dimethyl azodicarboxylate). Solvent: C1(=CC=CC=C1)C (toluene), O1CCCC1 (tetrahydrofuran), O1CCCC1 (tetrahydrofuran). Reaction conditions: time 30 minute. Product: S1SC(CC1)CCCCCN1C(C2=CC=CC=C2C1=O)=O (2-[5-(1,2-Dithiolan-3-yl)pentyl]isoindole-1,3-dione). The yield is 2.6%. RXN SMILES: N(C(OC)=O)=NC(OC)=O.C1(P(C2C=CC=CC=2)C2C=CC=CC=2)C=CC=CC=1.[C:30]1(=[O:40])[NH:34][C:33](=[O:35])[C:32]2=[CH:36][CH:37]=[CH:38][CH:39]=[C:31]12.[S:41]1[CH2:45][CH2:44][CH:43]([CH2:46][CH2:47][CH2:48][CH2:49][CH2:50]O)[S:42]1>O1CCCC1.C1(C)C=CC=CC=1>[S:41]1[CH2:45][CH2:44][CH:43]([CH2:46][CH2:47][CH2:48][CH2:49][CH2:50][N:34]2[C:30](=[O:40])[C:31]3[C:32](=[CH:36][CH:37]=[CH:38][CH:39]=3)[C:33]2=[O:35])[S:42]1. Procedure: 3.25 ml of dimethyl azodicarboxylate were added dropwise to a solution of 5.77 g of triphenylphosphine in 20 ml of tetrahydrofuran, whilst ice-cooling, and then the mixture was stirred at room temperature for 30 minutes. 3.24 g of phthalimide were then added to the reaction mixture, after which a mixture of 20 mmol of 5-(1,2-dithiolan-3-yl)pentanol (prepared as described in Preparation 1) in 30 ml of toluene and 10 ml of tetrahydrofuran was added dropwise, and the mixture was stirred at room tem... The reactants are solution, C(C)[BH-](CC)CC.[Li+] (lithium triethylborohydride), C([O-])(O)=O.[Na+] (sodium bicarbonate), N1(CCCCCC1)CCOC1=CC=C(C=C1)C(=O)C1=C(C=CC2=CC(=CC=C12)O)C1=C(C=CC=C1F)F ([4-(2-azepan-1-yl-ethoxy)-phenyl]-[2-(2,6-difluoro-phenyl)-6-hydroxy-naphthalen-1-yl]-methanone), C(Cl)(Cl)Cl.C(C)(C)O (chloroform isopropanol). Run in C1CCOC1 (THF), O1CCOCC1 (dioxane). Conditions: time 1 hour. Product: N1(CCCCCC1)CCOC1=CC=C(C=C1)C1C2=C3C=CC(=CC3=CC=C2C2=C(C=CC=C2O1)F)O (5-[4-(2-Azepan-1-yl-ethoxy)-phenyl]-10-fluoro-5H-6-oxa-chrysen-2-ol). The yield is 67.6%. Reaction SMILES: [N:1]1([CH2:8][CH2:9][O:10][C:11]2[CH:16]=[CH:15][C:14]([C:17]([C:19]3[C:28]4[C:23](=[CH:24][C:25]([OH:29])=[CH:26][CH:27]=4)[CH:22]=[CH:21][C:20]=3[C:30]3[C:35]([F:36])=[CH:34][CH:33]=[CH:32][C:31]=3F)=[O:18])=[CH:13][CH:12]=2)[CH2:7][CH2:6][CH2:5][CH2:4][CH2:3][CH2:2]1.C([BH-](CC)CC)C.[Li+].C(=O)(O)[O-].[Na+].C(Cl)(Cl)Cl.C(O)(C)C>O1CCOCC1.C1COCC1>[N:1]1([CH2:8][CH2:9][O:10][C:11]2[CH:12]=[CH:13][C:14]([CH:17]3[O:18][C:31]4[C:30](=[C:35]([F:36])[CH:34]=[CH:33][CH:32]=4)[C:20]4[C:19]3=[C:28]3[C:23](=[CH:22][CH:21]=4)[CH:24]=[C:25]([OH:29])[CH:26]=[CH:27]3)=[CH:15][CH:16]=2)[CH2:7][CH2:6][CH2:5][CH2:4][CH2:3][CH2:2]1 |f:1.2,3.4,5.6|. Reported procedure: Dissolve [4-(2-azepan-1-yl-ethoxy)-phenyl]-[2-(2,6-difluoro-phenyl)-6-hydroxy-naphthalen-1-yl]-methanone (1.3 g, 2.6 mmol) in 125 mL dioxane and add 20 mL (20 mmol) of a 1.0 M solution of lithium triethylborohydride in THF. Stir at room temperature for one hour, then heat at 100° C. for three hours. Pour the reaction into a two phase system consisting of saturated sodium bicarbonate and an organic phase of a 3/1 mixture of chloroform/isopropanol. Extract in a reparatory funnel, separate the orga... Reactants: CC(C)(C)c1cc(C=O)cc(C(C)(C)C)c1O, C1CCNCC1, Cc1ccccc1, O=C(O)Cc1n[nH]c(=O)[nH]1, c1ccncc1. The product is CC(C)(C)c1cc(C=Cc2n[nH]c(=O)[nH]2)cc(C(C)(C)C)c1O. RXN SMILES: [C:1]([CH3:2])([CH3:3])([CH3:4])[c:5]1[cH:6][c:7]([CH:8]=[O:9])[cH:10][c:11]([C:14]([CH3:15])([CH3:16])[CH3:17])[c:12]1[OH:13].[CH2:28]1[CH2:29][CH2:30][NH:31][CH2:32][CH2:33]1.[CH3:40][c:41]1[cH:42][cH:43][cH:44][cH:45][cH:46]1.[O:18]=[c:19]1[nH:20][c:21]([CH2:24][C:25]([OH:26])=[O:27])[n:22][nH:23]1.[cH:34]1[cH:35][cH:36][n:37][cH:38][cH:39]1>>[C:1]([CH3:2])([CH3:3])([CH3:4])[c:5]1[cH:6][c:7]([CH:25]=[CH:24][c:21]2[nH:20][c:19](=[O:18])[nH:23][n:22]2)[cH:10][c:11]([C:14]([CH3:15])([CH3:16])[CH3:17])[c:12]1[OH:13]. Starting materials: C1CCOC1, [Li]CCCC, CC(C)N(C(=O)c1ccc(I)cc1)C(C)C, [Cl-], COc1cc(C=O)ccc1F, [NH4+]. Yields the product COc1cc(C(O)c2ccc(C(=O)N(C(C)C)C(C)C)cc2)ccc1F. As a reaction SMILES: [CH2:35]1[O:36][CH2:37][CH2:38][CH2:39]1.[CH3:17][CH2:18][CH2:19][CH2:20][Li:21].[CH:1]([CH3:2])([CH3:3])[N:4]([C:5]([c:6]1[cH:7][cH:8][c:9]([I:12])[cH:10][cH:11]1)=[O:13])[CH:14]([CH3:15])[CH3:16].[Cl-:33].[F:22][c:23]1[c:24]([O:31][CH3:32])[cH:25][c:26]([CH:27]=[O:28])[cH:29][cH:30]1.[NH4+:34]>>[CH:1]([CH3:2])([CH3:3])[N:4]([C:5]([c:6]1[cH:7][cH:8][c:9]([CH:27]([c:26]2[cH:25][c:24]([O:31][CH3:32])[c:23]([F:22])[cH:30][cH:29]2)[OH:28])[cH:10][cH:11]1)=[O:13])[CH:14]([CH3:15])[CH3:16]. The reactants are C(C)(=O)OCC (ethyl acetate), NCC1=CC=C(C=N1)C(C(C(=O)OC)(C)C)C1=CC=CC=C1 (methyl 3-(6-(aminomethyl)pyridin-3-yl)-2,2-dimethyl-3-phenylpropanoate), C([O-])([O-])=O.[K+].[K+] (potassium carbonate). Run in hexanes, C(=O)O (formic acid). Reaction conditions: temperature 90 celsius, time 8 hour. The product is C(=O)NCC1=CC=C(C=N1)C(C(C(=O)OC)(C)C)C1=CC=CC=C1 (methyl 3-(6-(formamidomethyl)pyridin-3-yl)-2,2-dimethyl-3-phenylpropanoate). Isolated yield 72.5%. Reaction SMILES: [NH2:1][CH2:2][C:3]1[N:8]=[CH:7][C:6]([CH:9]([C:17]2[CH:22]=[CH:21][CH:20]=[CH:19][CH:18]=2)[C:10]([CH3:16])([CH3:15])[C:11]([O:13][CH3:14])=[O:12])=[CH:5][CH:4]=1.[C:23](=O)([O-])[O-:24].[K+].[K+].C(OCC)(=O)C>C(O)=O>[CH:23]([NH:1][CH2:2][C:3]1[N:8]=[CH:7][C:6]([CH:9]([C:17]2[CH:18]=[CH:19][CH:20]=[CH:21][CH:22]=2)[C:10]([CH3:16])([CH3:15])[C:11]([O:13][CH3:14])=[O:12])=[CH:5][CH:4]=1)=[O:24] |f:1.2.3|. Procedure: To a stirred solution of methyl 3-(6-(aminomethyl)pyridin-3-yl)-2,2-dimethyl-3-phenylpropanoate (0.24 g, 0.80 mmol) in formic acid (3 mL) was added potassium carbonate (0.2 g) portionwise. The reaction mixture was stirred at 90° C. overnight under argon and then concentrated. The residue was made basic with saturated aqueous sodium bicarbonate solution (20 mL) and extracted with dichloromethane (3×20 mL). The combined dichloromethane extracts were dried (Na2SO4) and concentrated. Silica gel flas... The reactants are Cl.C(C1=CC=CC=C1)OC1=C2CCCC(C2=CC=C1)C(=O)N(CC=1C=NNC1)C=1C=NC(=CC1)C(C)C (5-benzyloxy-N-(6-isopropylpyridin-3-yl)-N-[(pyrazol-4-yl)methyl]-1,2,3,4-tetrahydronaphthalene-1-carboxamide hydrochloride), ClCC=1C(=NC(=CC1)OC)OC (3-chloromethyl-2,6-dimethoxypyridine). Yields the product C(C1=CC=CC=C1)OC1=C2CCCC(C2=CC=C1)C(=O)N(C=1C=NC(=CC1)C(C)C)CC=1C=NN(C1)CC=1C(=NC(=CC1)OC)OC (5-benzyloxy-N-({1-[(2,6-dimethoxypyridin-3-yl)methyl]pyrazol-4-yl}methyl)-N-(6-isopropylpyridin-3-yl)-1,2,3,4-tetrahydronaphthalene-1-carboxamide). The yield is 72.4%. As a reaction SMILES: Cl.[CH2:2]([O:9][C:10]1[CH:19]=[CH:18][CH:17]=[C:16]2[C:11]=1[CH2:12][CH2:13][CH2:14][CH:15]2[C:20]([N:22]([C:29]1[CH:30]=[N:31][C:32]([CH:35]([CH3:37])[CH3:36])=[CH:33][CH:34]=1)[CH2:23][C:24]1[CH:25]=[N:26][NH:27][CH:28]=1)=[O:21])[C:3]1[CH:8]=[CH:7][CH:6]=[CH:5][CH:4]=1.Cl[CH2:39][C:40]1[C:41]([O:48][CH3:49])=[N:42][C:43]([O:46][CH3:47])=[CH:44][CH:45]=1>>[CH2:2]([O:9][C:10]1[CH:19]=[CH:18][CH:17]=[C:16]2[C:11]=1[CH2:12][CH2:13][CH2:14][CH:15]2[C:20]([N:22]([CH2:23][C:24]1[CH:25]=[N:26][N:27]([CH2:39][C:40]2[C:41]([O:48][CH3:49])=[N:42][C:43]([O:46][CH3:47])=[CH:44][CH:45]=2)[CH:28]=1)[C:29]1[CH:30]=[N:31][C:32]([CH:35]([CH3:37])[CH3:36])=[CH:33][CH:34]=1)=[O:21])[C:3]1[CH:8]=[CH:7][CH:6]=[CH:5][CH:4]=1 |f:0.1|. Procedure: By the reaction and treatment in the same manner as in Example 271 using 5-benzyloxy-N-(6-isopropylpyridin-3-yl)-N-[(pyrazol-4-yl)methyl]-1,2,3,4-tetrahydronaphthalene-1-carboxamide hydrochloride (0.78 g) and 3-chloromethyl-2,6-dimethoxypyridine (0.56 g) as starting materials, 5-benzyloxy-N-({1-[(2,6-dimethoxypyridin-3-yl)methyl]pyrazol-4-yl}methyl)-N-(6-isopropylpyridin-3-yl)-1,2,3,4-tetrahydronaphthalene-1-carboxamide (0.69 g) was obtained.